From a dataset of the Open Reaction Database (ORD), a public repository of structured organic reaction records. describe an organic reaction: reactants, conditions, products, and yield Starting materials: CCN, O=Cc1ccccn1. The product is CCNCc1ccccn1. As a reaction SMILES: [CH3:1][CH2:2][NH2:3].[n:4]1[c:5]([CH:10]=[O:11])[cH:6][cH:7][cH:8][cH:9]1>>[CH3:1][CH2:2][NH:3][CH2:10][c:5]1[n:4][cH:9][cH:8][cH:7][cH:6]1. Starting materials: CCOC(=O)Cn1nc(CBr)c2cccnc21, CCOC(C)=O, [N-]=[N+]=[N-], [Na+], CN(C)C=O. Product: CCOC(=O)Cn1nc(N=[N+]=[N-])c2cccnc21. Reaction SMILES: [CH2:1]([CH3:2])[O:3][C:4]([CH2:5][n:6]1[n:7][c:8]([CH2:15][Br:16])[c:9]2[c:10]1[n:11][cH:12][cH:13][cH:14]2)=[O:17].[CH3:27][CH2:28][O:29][C:30]([CH3:31])=[O:32].[N-:19]=[N+:20]=[N-:21].[Na+:18].[O:22]=[CH:23][N:24]([CH3:25])[CH3:26]>>[CH2:1]([CH3:2])[O:3][C:4]([CH2:5][n:6]1[n:7][c:8]([N:19]=[N+:20]=[N-:21])[c:9]2[c:10]1[n:11][cH:12][cH:13][cH:14]2)=[O:17]. The reactants are CN1CC(Oc2ccc(Br)nc2)C1, O=C([O-])[O-], [Cs+], [Cs+], Cn1cc(Br)cc(N)c1=O, C1COCCO1, O. Product: CN1CC(Oc2ccc(Nc3cc(Br)cn(C)c3=O)nc2)C1. RXN SMILES: [Br:1][c:2]1[n:3][cH:4][c:5]([O:8][CH:9]2[CH2:10][N:11]([CH3:13])[CH2:12]2)[cH:6][cH:7]1.[C:24](=[O:25])([O-:26])[O-:27].[Cs+:28].[Cs+:29].[NH2:14][c:15]1[c:16](=[O:23])[n:17]([CH3:22])[cH:18][c:19]([Br:21])[cH:20]1.[O:31]1[CH2:32][CH2:33][O:34][CH2:35][CH2:36]1.[OH2:30]>>[c:2]1([NH:14][c:15]2[c:16](=[O:23])[n:17]([CH3:22])[cH:18][c:19]([Br:21])[cH:20]2)[n:3][cH:4][c:5]([O:8][CH:9]2[CH2:10][N:11]([CH3:13])[CH2:12]2)[cH:6][cH:7]1. Reactants: N1=C(Cl)N=C(Cl)N=C1Cl (cyanuric chloride), CN(C=O)C (N,N-dimethylformamide), ClC=1C(=C(C(=C(C1)C(C)O)OC)C=1C=CC(=NC1)C#N)C (5-[3-chloro-5-(1-hydroxyethyl)-6-methoxy-2-methylphenyl]pyridine-2-carbonitrile). Solvent: C(Cl)Cl (methylene chloride), C(Cl)Cl (methylene chloride). Reaction conditions: time 10 minute. The product is ClC=1C(=C(C(=C(C1)C(C)Cl)OC)C=1C=CC(=NC1)C#N)C (5-[3-Chloro-5-(1-chloroethyl)-6-methoxy-2-methylphenyl]pyridine-2-carbonitrile). Reaction SMILES: N1C(Cl)=NC(Cl)=NC=1[Cl:3].CN(C)C=O.[Cl:15][C:16]1[C:17]([CH3:35])=[C:18]([C:27]2[CH:28]=[CH:29][C:30]([C:33]#[N:34])=[N:31][CH:32]=2)[C:19]([O:25][CH3:26])=[C:20]([CH:22](O)[CH3:23])[CH:21]=1>C(Cl)Cl>[Cl:15][C:16]1[C:17]([CH3:35])=[C:18]([C:27]2[CH:28]=[CH:29][C:30]([C:33]#[N:34])=[N:31][CH:32]=2)[C:19]([O:25][CH3:26])=[C:20]([CH:22]([Cl:3])[CH3:23])[CH:21]=1. Procedure details: A mixture of cyanuric chloride (170 mg, 0.94 mmol) and N,N-dimethylformamide (73 μL, 0.94 mmol) was stirred at room temperature for 10 minutes and then a solution of 5-[3-chloro-5-(1-hydroxyethyl)-6-methoxy-2-methylphenyl]pyridine-2-carbonitrile (190 mg, 0.628 mmol) in methylene chloride (4 mL) was added and the reaction was stirred at room temperature overnight. The mixture was diluted with methylene chloride, washed with sat. NaHCO3, water, brine, dried over Na2SO4, then filtered and concentra...